Dataset: the Open Reaction Database (ORD), a public repository of structured organic reaction records. Task: describe an organic reaction: reactants, conditions, products, and yield Reactants: [OH-].[Na+] (sodium hydroxide), N1=C(C=CC=C1)C(=O)CCCCl (3-chloropropyl 2-pyridyl ketone), Cl.CN1N=NN=C1SC(N)=N (S-(1-Methyl-1,2,3,4-tetrazole-5-yl)isothiourea hydrochloride). The solvent is C(C)O (ethanol). Yields the product CN1N=NN=C1SCCCC(=O)C1=NC=CC=C1 (1-methyl-5-[3-(2-pyridylcarbonyl)propyl]thio-1,2,3,4-tetrazole). Yield: 19.5%. RXN SMILES: Cl.[CH3:2][N:3]1[C:7]([S:8][C:9](=N)N)=[N:6][N:5]=[N:4]1.[OH-].[Na+].[N:14]1[CH:19]=[CH:18][CH:17]=[CH:16][C:15]=1[C:20]([CH2:22][CH2:23]CCl)=[O:21]>C(O)C>[CH3:2][N:3]1[C:7]([S:8][CH2:9][CH2:23][CH2:22][C:20]([C:15]2[CH:16]=[CH:17][CH:18]=[CH:19][N:14]=2)=[O:21])=[N:6][N:5]=[N:4]1 |f:0.1,2.3|. Reported procedure: S-(1-Methyl-1,2,3,4-tetrazole-5-yl)isothiourea hydrochloride (1.9 g) is dissolved in ethanol (50 ml). To the solution are added 10% aqueous sodium hydroxide (5 ml) and 3-chloropropyl 2-pyridyl ketone (1.8 g) and the mixture is refluxed for 2 hours. Ethanol is distilled off and water is added to the residue. The mixture is extracted with chloroform. The chloroform solution is washed with water and saturated aqueous sodium chloride and dried over magnesium sulfate. Chloroform is distilled off and ...